From a dataset of the Open Reaction Database (ORD), a public repository of structured organic reaction records. describe an organic reaction: reactants, conditions, products, and yield Reactants: C(C)OC(CC(C)N(C1CCCC1)C1=NC(=NC=C1[N+](=O)[O-])Cl)=O ((rac)-3-[(2-chloro-5-nitro-pyrimidin-4-yl)-cyclopentyl-amino]-butanoic acid ethyl ester), C(C)(=O)O (acetic acid). The reagents and catalysts are [Fe] (iron). Reaction conditions: time 10 minute. The product is ClC=1N=CC2=C(N(CC(C(N2)=O)C)C2CCCC2)N1 ((rac)-2-chloro-9-cyclopentyl-7-methyl-5,7,8,9-tetrahydro-pyrimido[4,5-b][1,4]diazepin-6-one). Reaction SMILES: C(O[C:4](=[O:24])[CH2:5][CH:6]([N:8]([C:14]1[C:19]([N+:20]([O-])=O)=[CH:18][N:17]=[C:16]([Cl:23])[N:15]=1)[CH:9]1[CH2:13][CH2:12][CH2:11][CH2:10]1)C)C.[C:25](O)(=O)C>[Fe]>[Cl:23][C:16]1[N:17]=[CH:18][C:19]2[NH:20][C:4](=[O:24])[CH:5]([CH3:25])[CH2:6][N:8]([CH:9]3[CH2:10][CH2:11][CH2:12][CH2:13]3)[C:14]=2[N:15]=1. Procedure details: To a solution of 1.07 g (0.030 mole) of (rac)-3-[(2-chloro-5-nitro-pyrimidin-4-yl)-cyclopentyl-amino]-butanoic acid ethyl ester in 20 mL of acetic acid was added 1.0 g (0.018 g-atom) of iron powder. The mixture was heated to 80 degrees for 2 hrs and then filtered while hot. 50 mL of water and 50 mL of ethyl acetate were added and the mixture was stirred for 10 minutes and then filtered. The layers were separated. The organic layer was washed with ammonium hydroxide and water, dried over anhydrou... The reactants are O1C(=CC=C1)C(O)C1N(CCC1)C(=O)OC(C)(C)C (2-furyl(N-Boc-pyrrolidin-2-yl)methanol), solution, [OH-].[Na+] (sodium hydroxide), FC(C(=O)O)(F)F (trifluoroacetic acid). Solvent: ClCCl (dichloromethane). Yields the product O1C(=CC=C1)C(O)C1NCCC1 (2-Furyl(pyrrolidin-2-yl)methanol). Isolated yield 7.2%. RXN SMILES: [O:1]1[CH:5]=[CH:4][CH:3]=[C:2]1[CH:6]([CH:8]1[CH2:12][CH2:11][CH2:10][N:9]1C(OC(C)(C)C)=O)[OH:7].FC(F)(F)C(O)=O.[OH-].[Na+]>ClCCl>[O:1]1[CH:5]=[CH:4][CH:3]=[C:2]1[CH:6]([CH:8]1[CH2:12][CH2:11][CH2:10][NH:9]1)[OH:7] |f:2.3|. Reported procedure: N-Boc-pyrrolidine (5.0 g) is dissolved in diethyl ether (60 mL) and the solution is cooled to −78° C. N,N,N′,N′-Tetramethylethylenediamine (TMEDA) (4.4 mL) is added to the mixture followed by sec-butyl lithium (27.0 mL, 1.3 M in cyclohexane) maintaining the temperature below −60° C. After 2 h, 2-furaldehyde (2.9 mL) is added and the mixture is stirred at −70° C. for an additional 30 min. The reaction mixture is allowed to warm to room temperature and is then quenched with water (25 mL) and poure... Reactants: C(C)(C)(C)[Mg]Cl (t-butyl magnesium chloride), ClC=1C=CC2=C(CCC=3C(=NC=CC3)C2(O)C(C)(C)C)C1 (8-chloro-11-(1,1-dimethyl-1-ethyl)-6,11-dihydro-5H-benzo[5,6]cyclohepta[1,2-b]pyridin-11-ol), ClC=1C=CC2=C(CCC=3C(=NC=CC3)C2=O)C1 (8-chloro-5,6-dihydro-11H-benzo[5,6]cyclohepta[1,2-b]pyridin-11-one), [Cl-].[NH4+] (ammonium chloride). The solvent is C1CCOC1 (THF), C1CCOC1 (THF). Run at time 8 hour. Yields the product CC(C)(C)C=1C=C2C(=NC1)C(C1=C(CC2)C=C(C=C1)Cl)=O (3-(1,1-DIMETHYL-1-ETHYL)-8-CHLORO-5,6-DIHYDRO-11H-BENZO[5,6]CYCLOHEPTA[1,2-b]PYRIDIN-11-ONE). As a reaction SMILES: [Cl:1][C:2]1[CH:3]=[CH:4][C:5]2[C:15](=[O:16])[C:10]3=[N:11][CH:12]=[CH:13][CH:14]=[C:9]3[CH2:8][CH2:7][C:6]=2[CH:17]=1.[C:18]([Mg]Cl)([CH3:21])([CH3:20])[CH3:19].[Cl-].[NH4+].ClC1C=CC2C(C(C)(C)C)(O)C3=NC=CC=C3CCC=2C=1>C1COCC1>[CH3:19][C:18]([C:13]1[CH:14]=[C:9]2[CH2:8][CH2:7][C:6]3[CH:17]=[C:2]([Cl:1])[CH:3]=[CH:4][C:5]=3[C:15](=[O:16])[C:10]2=[N:11][CH:12]=1)([CH3:21])[CH3:20] |f:2.3|. Procedure details: To a mixture of 20.05 grams (82.28 mmol) of 8-chloro-5,6-dihydro-11H-benzo[5,6]cyclohepta[1,2-b]pyridin-11-one in 400 ml of dry THF at -72° C. and under an atmosphere of nitrogen was added dropwise over 40 minutes 66.0 ml of 2.7M t-butyl magnesium chloride in THF. The reaction mixture was slowly warmed to room temperature and stirred overnight. The mixture was then poured into 10% aqueous ammonium chloride and extracted four times with CH2Cl2. The combined organic portions were dried over MgSO4,... Reactants: C(C)(C)(C)C=1C=C(C=CC1)C1N(CCC(C1)C(=O)O)C(=O)OC (2-(3-tert-Butylphenyl)-1-(methoxycarbonyl)piperidine-4-carboxylic acid), C(C)(C)(C)C=1C=C(C=CC1)C1N(CCC(C1)C(=O)O)C(=O)OC (2-(3-tert-Butylphenyl)-1-(methoxycarbonyl)piperidine-4-carboxylic acid), C(C)OC(CC(=O)[O-])=O.[K+] (potassium 3-ethoxy-3-oxopropanoate), [Cl-].[Mg+2].[Cl-] (magnesium chloride), N1(C=NC=C1)C(=O)N1C=NC=C1 (di(1H-imidazol-1-yl)methanone), Cl (HCl). Solvent: CN1C(CNC2=C1C(=O)N=C(N2)N)CNC3=CC=C(C=C3)C(=O)NC(CCC(=O)O)C(=O)O (methyl THF), CN1C(CNC2=C1C(=O)N=C(N2)N)CNC3=CC=C(C=C3)C(=O)NC(CCC(=O)O)C(=O)O (methyl THF), CC(C)(C)OC (MTBE). Conditions: time 2 hour. The product is C(C)(C)(C)C=1C=C(C=CC1)C1N(CCC(C1)C(CC(=O)OCC)=O)C(=O)OC (methyl 2-(3-tert-butylphenyl)-4-(3-ethoxy-3-oxopropanoyl)-piperidine-1-carboxylate). Isolated yield 94.3%. As a reaction SMILES: [C:1]([C:5]1[CH:6]=[C:7]([CH:11]2[CH2:16][CH:15]([C:17]([OH:19])=O)[CH2:14][CH2:13][N:12]2[C:20]([O:22][CH3:23])=[O:21])[CH:8]=[CH:9][CH:10]=1)([CH3:4])([CH3:3])[CH3:2].N1(C(N2C=CN=C2)=O)C=CN=C1.[CH2:36]([O:38][C:39](=[O:44])[CH2:40]C([O-])=O)[CH3:37].[K+].[Cl-].[Mg+2].[Cl-].Cl>CN1C2C(N=C(N)NC=2NCC1CNC1C=CC(C(NC(C(O)=O)CCC(O)=O)=O)=CC=1)=O.CC(OC)(C)C>[C:1]([C:5]1[CH:6]=[C:7]([CH:11]2[CH2:16][CH:15]([C:17](=[O:19])[CH2:40][C:39]([O:38][CH2:36][CH3:37])=[O:44])[CH2:14][CH2:13][N:12]2[C:20]([O:22][CH3:23])=[O:21])[CH:8]=[CH:9][CH:10]=1)([CH3:2])([CH3:3])[CH3:4] |f:2.3,4.5.6|. Procedure details: 2-(3-tert-Butylphenyl)-1-(methoxycarbonyl)piperidine-4-carboxylic acid (2.73 g, 8.55 mmol) (reference compound 14) was dissolved in methyl THF (40 mL) and di(1H-imidazol-1-yl)methanone (2.079 g, 12.82 mmol) added. The suspension was stirred at room temperature under nitrogen for 2 h (flask 1). In a separate flask potassium 3-ethoxy-3-oxopropanoate (2.62 g, 15.39 mmol) was suspended in methyl THF (60 mL) and magnesium chloride (1.465 g, 15.39 mmol) added. The suspension was stirred at 50° C. unde... The reactants are C(C)OC(CCCOC1=C(C=CC=C1)\C=C\C=C\C(CCCCCCCC)O)=O (4-[2-[(1E,3E)-(5RS)-5-hydroxy-1,3-tridecadienyl]-phenoxy]butyric acid ethyl ester), 0.5, [OH-].[Na+] (sodium hydroxide), S(O)(O)(=O)=O (sulfuric acid), C(C)(=O)OCC (ethyl acetate). Run in CO (methanol). Yields the product OC(/C=C/C=C/C1=C(OCCCC(=O)O)C=CC=C1)CCCCCCCC (4-[2-[(1E,3E)-(5RS)-5-hydroxy-1,3-tridecadienyl]-phenoxy]-butyric acid). Yield: 64.5%. RXN SMILES: C([O:3][C:4](=[O:29])[CH2:5][CH2:6][CH2:7][O:8][C:9]1[CH:14]=[CH:13][CH:12]=[CH:11][C:10]=1/[CH:15]=[CH:16]/[CH:17]=[CH:18]/[CH:19]([OH:28])[CH2:20][CH2:21][CH2:22][CH2:23][CH2:24][CH2:25][CH2:26][CH3:27])C.[OH-].[Na+].S(=O)(=O)(O)O.C(OCC)(=O)C>CO>[OH:28][CH:19]([CH2:20][CH2:21][CH2:22][CH2:23][CH2:24][CH2:25][CH2:26][CH3:27])/[CH:18]=[CH:17]/[CH:16]=[CH:15]/[C:10]1[CH:11]=[CH:12][CH:13]=[CH:14][C:9]=1[O:8][CH2:7][CH2:6][CH2:5][C:4]([OH:29])=[O:3] |f:1.2|. Procedure: A solution of 130 mg of 4-[2-[(1E,3E)-(5RS)-5-hydroxy-1,3-tridecadienyl]-phenoxy]butyric acid ethyl ester in 10 ml of methanol and 2.5 ml of 0.5 n sodium hydroxide solution is stirred under argon atmosphere for 3 hours at room temperature. The reaction mixture is poured on ice water, acidified to pH 5 with 0.5 n sulfuric acid and shaken out with ethyl acetate. The organic phase is dried, concentrated by evaporation and the residue is chromatographed on silica gel with n-hexane/diethyl ether=7/3.... Starting materials: CN1CCC(CC1)C1=CC=C(C2=CC=CC=C12)C(=O)OC (Methyl 4-(1-methylpiperidin-4-yl)-1-naphthoate), C(C)N(C(C)C)C(C)C (iPr2EtN), ClC(=O)OC(C)Cl (1-chloroethyl chloroformate). Run in C(Cl)Cl (DCM). Run at time 3 hour. Yields the product N1CCC(CC1)C1=CC=C(C2=CC=CC=C12)C(=O)OC (Methyl 4-(piperidin-4-yl)-1-naphthoate). Yield: 87.5%. Reaction SMILES: C[N:2]1[CH2:7][CH2:6][CH:5]([C:8]2[C:17]3[C:12](=[CH:13][CH:14]=[CH:15][CH:16]=3)[C:11]([C:18]([O:20][CH3:21])=[O:19])=[CH:10][CH:9]=2)[CH2:4][CH2:3]1.C(N(C(C)C)C(C)C)C.ClC(OC(Cl)C)=O>C(Cl)Cl>[NH:2]1[CH2:3][CH2:4][CH:5]([C:8]2[C:17]3[C:12](=[CH:13][CH:14]=[CH:15][CH:16]=3)[C:11]([C:18]([O:20][CH3:21])=[O:19])=[CH:10][CH:9]=2)[CH2:6][CH2:7]1. Procedure details: A solution of D9 (0.39 g, 1.4 mmole) in DCM (30 ml) was treated with iPr2EtN (0.26 g, 2 mmole) followed by 1-chloroethyl chloroformate (0.29 g, 2 mmole) and stirred at room temperature for 3 h, then concentrated under vacuum and the residue treated with MeOH (30 ml) and heated under reflux for 1 h. The mixture was allowed to cool and the solid filtered off, washed with Et2O and dried. This was treated with 10% Na2CO3 solution, extracted with DCM and the extract dried and concentrated under vacuu... Starting materials: ClC=1C=CC(=NC1)NC(=O)C=1OC2=C(C1NC(=O)[C@@H]1CC[C@H](CC1)C(=O)OC)C=CC=C2 (Methyl trans-4-{[(2-{[(5-chloropyridin-2-yl)-amino]carbonyl}benzofuran-3-yl)amino]carbonyl}cyclohexane-carboxylate), [OH-].[Na+] (sodium hydroxide). The solvent is O1C(CCC1)CO (tetrahydrofuran-methanol). Reaction conditions: time 17 hour. Product: ClC=1C=CC(=NC1)NC(=O)C=1OC2=C(C1NC(=O)[C@@H]1CC[C@H](CC1)C(=O)O)C=CC=C2 (trans-4-{[(2-{[(5-chloropyridin-2-yl)amino]carbonyl}benzofuran-3-yl)amino]carbonyl}-cyclohexanecarboxylic acid). The yield is 92.9%. RXN SMILES: [Cl:1][C:2]1[CH:3]=[CH:4][C:5]([NH:8][C:9]([C:11]2[O:12][C:13]3[CH:32]=[CH:31][CH:30]=[CH:29][C:14]=3[C:15]=2[NH:16][C:17]([C@H:19]2[CH2:24][CH2:23][C@H:22]([C:25]([O:27]C)=[O:26])[CH2:21][CH2:20]2)=[O:18])=[O:10])=[N:6][CH:7]=1.[OH-].[Na+]>O1CCCC1CO>[Cl:1][C:2]1[CH:3]=[CH:4][C:5]([NH:8][C:9]([C:11]2[O:12][C:13]3[CH:32]=[CH:31][CH:30]=[CH:29][C:14]=3[C:15]=2[NH:16][C:17]([C@H:19]2[CH2:24][CH2:23][C@H:22]([C:25]([OH:27])=[O:26])[CH2:21][CH2:20]2)=[O:18])=[O:10])=[N:6][CH:7]=1 |f:1.2|. Procedure details: Methyl trans-4-{[(2-{[(5-chloropyridin-2-yl)-amino]carbonyl}benzofuran-3-yl)amino]carbonyl}cyclohexane-carboxylate (300 mg) obtained in Example 8(1) is suspended in tetrahydrofuran-methanol (4:1) (10 ml) and thereto is added 10% aqueous sodium hydroxide solution (1 ml). The mixture is warmed to room temperature and stirred for 17 hours. The reaction solution is concentrated under reduced pressure, thereto added ice-water, and the mixture is acidified by addition of 10% hydrochloric acid. The pre...